This data is from the Open Reaction Database (ORD), a public repository of structured organic reaction records. The task is: describe an organic reaction: reactants, conditions, products, and yield Reactants: FC1=C(C=C(C=C1)C)C1CC(CC(C1)=O)=O (5-(2-fluoro-5-methylphenyl)cyclohexane-1,3-dione), C(C)(=O)[O-].[NH4+] (ammonium acetate). The solvent is C(C)O (ethanol). Yields the product NC1=CC(CC(C1)C1=C(C=CC(=C1)C)F)=O (1-amino-5-(2-fluoro-5-methylphenyl)cyclohexen-3-one). The yield is 87.1%. RXN SMILES: [F:1][C:2]1[CH:7]=[CH:6][C:5]([CH3:8])=[CH:4][C:3]=1[CH:9]1[CH2:14][C:13](=O)[CH2:12][C:11](=[O:16])[CH2:10]1.C([O-])(=O)C.[NH4+:21]>C(O)C>[NH2:21][C:13]1[CH2:14][CH:9]([C:3]2[CH:4]=[C:5]([CH3:8])[CH:6]=[CH:7][C:2]=2[F:1])[CH2:10][C:11](=[O:16])[CH:12]=1 |f:1.2|. Procedure details: A solution of 5-(2-fluoro-5-methylphenyl)cyclohexane-1,3-dione (1.5 g) and ammonium acetate (1.6 g) in ethanol (23 ml) was refluxed for 20 hours. Under reduced pressure, the solvent was evaporated, and precipitated crystals were washed with water and toluene, and dried to give 1-amino-5-(2-fluoro-5-methylphenyl)cyclohexen-3-one (1.3 g). The reactants are ClCCl, Cc1c(N=C=S)ccc2c1OCC2, NCCN. Yields the product Cc1c(NC(=S)NCCN)ccc2c1OCC2. Reaction SMILES: [CH2:18]([Cl:19])[Cl:20].[CH3:5][c:6]1[c:7]([N:15]=[C:16]=[S:17])[cH:8][cH:9][c:10]2[c:14]1[O:13][CH2:12][CH2:11]2.[NH2:1][CH2:2][CH2:3][NH2:4]>>[NH2:1][CH2:2][CH2:3][NH:4][C:16]([NH:15][c:7]1[c:6]([CH3:5])[c:14]2[c:10]([cH:9][cH:8]1)[CH2:11][CH2:12][O:13]2)=[S:17].